From a dataset of the Open Reaction Database (ORD), a public repository of structured organic reaction records. describe an organic reaction: reactants, conditions, products, and yield Reactants: NC=1NC(C2=C(N1)N(C(S2)=O)[C@H]2[C@H](OC(C1=CC=CC=C1)=O)[C@H](OC(C1=CC=CC=C1)=O)[C@H](O2)COC(C2=CC=CC=C2)=O)=O (5-amino-3-(2,3,5-tri-O-benzoyl-β-D-ribofuranosyl)thiazolo[4,5-d]pyrimidine-2,7(6H)-dione), N(=O)OC(C)(C)C (ter-butyl nitrite), N(=O)[O-] (nitrite). Solvent: C1CCOC1 (THF). Conditions: time 1 hour. The product is C(C1=CC=CC=C1)(=O)O[C@H]1[C@@H](O[C@@H]([C@H]1OC(C1=CC=CC=C1)=O)COC(C1=CC=CC=C1)=O)N1C(SC2=C1N=CNC2=O)=O (3-(2,3,5-Tri-O-benzoyl-β-D-Ribofuranosyl)thiazolo[4,5-d]pyrimidine-2,7(6H)-dione). Isolated yield 53.0%. Reaction SMILES: N[C:2]1[NH:3][C:4](=[O:45])[C:5]2[S:10][C:9](=[O:11])[N:8]([C@@H:12]3[O:34][C@H:33]([CH2:35][O:36][C:37](=[O:44])[C:38]4[CH:43]=[CH:42][CH:41]=[CH:40][CH:39]=4)[C@@H:23]([O:24][C:25](=[O:32])[C:26]4[CH:31]=[CH:30][CH:29]=[CH:28][CH:27]=4)[C@H:13]3[O:14][C:15](=[O:22])[C:16]3[CH:21]=[CH:20][CH:19]=[CH:18][CH:17]=3)[C:6]=2[N:7]=1.N(OC(C)(C)C)=O.N([O-])=O>C1COCC1>[C:15]([O:14][C@@H:13]1[C@H:23]([O:24][C:25](=[O:32])[C:26]2[CH:31]=[CH:30][CH:29]=[CH:28][CH:27]=2)[C@@H:33]([CH2:35][O:36][C:37](=[O:44])[C:38]2[CH:43]=[CH:42][CH:41]=[CH:40][CH:39]=2)[O:34][C@H:12]1[N:8]1[C:6]2[N:7]=[CH:2][NH:3][C:4](=[O:45])[C:5]=2[S:10][C:9]1=[O:11])(=[O:22])[C:16]1[CH:21]=[CH:20][CH:19]=[CH:18][CH:17]=1. Procedure details: To a solution of 6 (6.65 g, 10.6 mmol) in dry THF (350 mL) was added ter-butyl nitrite (6.2 mL, 52.3 mmol) and the mixture was stirred at room temperature for 1 h. Additional nitrite reagent (2.0 mL) was added and the mixture was stirred at 50°-60° C. overnight. The mixture was evaporated and the residue was purified by flash column chromatography on silica gel using 8-10% acetone in CH2Cl2 followed by 10-11%. The desired product eluted last to yield 3.45 g (46%) of 9 as a foam: UV λmax (EtOH) 2... Reactants: Cc1cc(OC(=O)c2ccccc2)c2ccccc2c1OCc1ccccc1, CO, [Na+], [OH-]. Product: Cc1cc(O)c2ccccc2c1OCc1ccccc1. Reaction SMILES: [CH2:1]([c:2]1[cH:3][cH:4][cH:5][cH:6][cH:7]1)[O:8][c:9]1[c:10]([CH3:28])[cH:11][c:12]([O:19][C:20](=[O:21])[c:22]2[cH:23][cH:24][cH:25][cH:26][cH:27]2)[c:13]2[cH:14][cH:15][cH:16][cH:17][c:18]12.[CH3:31][OH:32].[Na+:30].[OH-:29]>>[CH2:1]([c:2]1[cH:3][cH:4][cH:5][cH:6][cH:7]1)[O:8][c:9]1[c:10]([CH3:28])[cH:11][c:12]([OH:19])[c:13]2[cH:14][cH:15][cH:16][cH:17][c:18]12.